From a dataset of the Open Reaction Database (ORD), a public repository of structured organic reaction records. describe an organic reaction: reactants, conditions, products, and yield The reactants are C1CCOC1, O=C(Cl)Oc1ccccc1, Nc1cc(C(F)(F)F)nn1-c1ccc(F)cc1, [K+], [K+], O=C([O-])[O-]. The product is O=C(Nc1cc(C(F)(F)F)nn1-c1ccc(F)cc1)Oc1ccccc1. RXN SMILES: [CH2:34]1[O:35][CH2:36][CH2:37][CH2:38]1.[Cl:24][C:25](=[O:26])[O:27][c:28]1[cH:29][cH:30][cH:31][cH:32][cH:33]1.[F:1][c:2]1[cH:3][cH:4][c:5](-[n:8]2[n:9][c:10]([C:14]([F:15])([F:16])[F:17])[cH:11][c:12]2[NH2:13])[cH:6][cH:7]1.[K+:18].[K+:19].[O-:20][C:21]([O-:22])=[O:23]>>[F:1][c:2]1[cH:3][cH:4][c:5](-[n:8]2[n:9][c:10]([C:14]([F:15])([F:16])[F:17])[cH:11][c:12]2[NH:13][C:25](=[O:26])[O:27][c:28]2[cH:29][cH:30][cH:31][cH:32][cH:33]2)[cH:6][cH:7]1. Reactants: COC1=CC2=C(C=C1)NC1=C2C2=C(C=3C4=CC(=CC=C4NC13)OC)C(N(C2=O)C)=O (6,7,12,13-tetrahydro-3,9-dimethoxy-6-methyl-5,7-dioxo-5H-indolo[2,3-a]-pyrrolo[3,4-c]carbazole), [H-].[Na+] (sodium hydride), C(C)(C)OC(C)C.C(C)(=O)OCC (diisopropyl ether ethyl acetate), CN(CCCCl)C (3-dimethylaminopropyl chloride). Run in CN(C=O)C (dimethylformamide), CN(C=O)C (dimethylformamide). Run at temperature 20 celsius, time 1 hour. Yields the product CN(CCCN1C2=CC=C(C=C2C=2C3=C(C4=C(C12)NC=1C=CC(=CC14)OC)C(N(C3=O)C)=O)OC)C (12-(3-Dimethylaminopropyl)-6,7,12,13-tetrahydro-3,9-dimethoxy-6-methyl-5,7-dioxo-5H-indolo-[2,3-a]pyrrolo[3,4-c]carbazole). RXN SMILES: [CH3:1][O:2][C:3]1[CH:8]=[CH:7][C:6]2[NH:9][C:10]3[C:22]4[NH:21][C:20]5[C:15](=[CH:16][C:17]([O:23][CH3:24])=[CH:18][CH:19]=5)[C:14]=4[C:13]4[C:25](=[O:30])[N:26]([CH3:29])[C:27](=[O:28])[C:12]=4[C:11]=3[C:5]=2[CH:4]=1.[H-].[Na+].[CH3:33][N:34]([CH3:39])[CH2:35][CH2:36][CH2:37]Cl.C(OC(C)C)(C)C.C(OCC)(=O)C>CN(C)C=O>[CH3:33][N:34]([CH3:39])[CH2:35][CH2:36][CH2:37][N:9]1[C:10]2[C:22]3[NH:21][C:20]4[CH:19]=[CH:18][C:17]([O:23][CH3:24])=[CH:16][C:15]=4[C:14]=3[C:13]3[C:25](=[O:30])[N:26]([CH3:29])[C:27](=[O:28])[C:12]=3[C:11]=2[C:5]2[C:6]1=[CH:7][CH:8]=[C:3]([O:2][CH3:1])[CH:4]=2 |f:1.2,4.5|. Procedure details: A solution of 2.0 g (5 mmol) 6,7,12,13-tetrahydro-3,9-dimethoxy-6-methyl-5,7-dioxo-5H-indolo[2,3-a]-pyrrolo[3,4-c]carbazole in 100 ml dry dimethylformamide is added dropwise at 20° C. to a suspension of 182 mg (6.1 mmol) sodium hydride (80% in paraffin oil) in 5 ml dimethylformamide. After stirring for 1 hour at 20° C. 738 mg (6.1 mmol) 3-dimethylaminopropyl chloride are added thereto and the reaction mixture is stirred for 20 hours at 20° C. The solvent is distilled off in a vacuum, the residue... Reactants: ClC1=C2C(=NC=C1)C=C(S2)CN2CCCC2 (7-Chloro-2-(pyrrolidin-1-ylmethyl)thieno[3,2-b]pyridine), CNC(=O)C=1C2=C(SC1C)C=C(C=C2)O (6-hydroxy-2-methylbenzo[b]thiophene-3-carboxylic acid methylamide), C([O-])([O-])=O.[Cs+].[Cs+] (cesium carbonate). The product is CNC(=O)C=1C2=C(SC1C)C=C(C=C2)OC2=C1C(=NC=C2)C=C(S1)CN1CCCC1 (2-Methyl-6-(2-[pyrrolidin-1-ylmethyl]thieno[3,2-b]pyridin-7-yloxy)benzo[b]thiophene-3-carboxylic acid methylamide). Reaction SMILES: Cl[C:2]1[CH:7]=[CH:6][N:5]=[C:4]2[CH:8]=[C:9]([CH2:11][N:12]3[CH2:16][CH2:15][CH2:14][CH2:13]3)[S:10][C:3]=12.[CH3:17][NH:18][C:19]([C:21]1[C:22]2[CH:30]=[CH:29][C:28]([OH:31])=[CH:27][C:23]=2[S:24][C:25]=1[CH3:26])=[O:20].C(=O)([O-])[O-].[Cs+].[Cs+]>>[CH3:17][NH:18][C:19]([C:21]1[C:22]2[CH:30]=[CH:29][C:28]([O:31][C:2]3[CH:7]=[CH:6][N:5]=[C:4]4[CH:8]=[C:9]([CH2:11][N:12]5[CH2:16][CH2:15][CH2:14][CH2:13]5)[S:10][C:3]=34)=[CH:27][C:23]=2[S:24][C:25]=1[CH3:26])=[O:20] |f:2.3.4|. Procedure: This material was prepared from 7-Chloro-2-(pyrrolidin-1-ylmethyl)thieno[3,2-b]pyridine 115a, 6-hydroxy-2-methyl-benzo[b]thiophene-3-carboxylic acid methylamide 1d and cesium carbonate in a similar manner as described in example 1. 1H-NMR (DMSO-d6, 400 MHz) 68.44 (1H, d, J=5.3 Hz), 8.27 (1H, q, J=4.6 Hz), 7.91 (1H, d, J=2.3 Hz), 7.83 (1H, d, J=8.6 Hz), 7.43 (1H, s), 7.28 (1H, dd, J=2.3, 8.6 Hz), 6.60 (1H, d, J=5.6 Hz), 3.93 (2H, s), 2.82 (3H, d, J=4.8 Hz), 2.60 (3H, s), 2.54 (4H, bs), 1.72 (4H, ... The reactants are solution, phosphazene, Cl.ClC1=CC(=NC=N1)N1NC=C(C1=O)N1N=NC=C1 (2-(6-Chloropyrimidin-4-yl)-4-(1H-1,2,3-triazol-1-yl)-1,2-dihydro-3H-pyrazol-3-one hydrochloride), CO (methanol), O1CCOCC1 (dioxane), CO (methanol). The solvent is C1CCOC1 (THF). Yields the product Cl.COC1=CC(=NC=N1)N1NC=C(C1=O)N1N=NC=C1 (2-(6-Methoxypyrimidin-4-yl)-4-(1H-1,2,3-triazol-1-yl)-1,2-dihydro-3H-pyrazol-3-one hydrochloride). RXN SMILES: CO.O1[CH2:8][CH2:7][O:6][CH2:5]C1.Cl.[Cl:10]C1[N:16]=[CH:15][N:14]=[C:13]([N:17]2[C:21](=[O:22])[C:20]([N:23]3[CH:27]=[CH:26][N:25]=[N:24]3)=[CH:19][NH:18]2)C=1>C1COCC1>[ClH:10].[CH3:5][O:6][C:7]1[N:16]=[CH:15][N:14]=[C:13]([N:17]2[C:21](=[O:22])[C:20]([N:23]3[CH:27]=[CH:26][N:25]=[N:24]3)=[CH:19][NH:18]2)[CH:8]=1 |f:2.3,5.6|. Reported procedure: 0.3 ml (6.6 mmol) methanol are initially introduced into 15 ml dioxane. 1.3 ml (2.7 mmol) of a 2 M solution of the phosphazene base P2-tert-butyl in THF are added slowly, while stirring, and the mixture is stirred at RT for 15 min. 350 mg (1.3 mmol) of the compound from Example 52A are subsequently added and the mixture is reacted in a single mode microwave (CEM Explorer) at 150° C. for 2 h. A further 2 ml (49.2 mmol) methanol are then added and the mixture is reacted again in a single mode micr... Reactants: NC(CO)COC1=C(C(=C(C=C1)CCOCC)C)C (2-amino-3-[2,3-dimethyl-4-(2ethoxyethyl)phenoxy]propanol), FC1=C(C(=CC=C1)F)C=1OCC(N1)COC1=C(C(=C(C=C1)CC1=CC=CC=C1)C)C (2-(2,6-difluorophenyl)-4-[(4-benzyl-2,3-dimethylphenoxy) methyl]-2-oxazoline), FC1=C(C(=CC=C1)F)C=1OCC(N1)COC1=C(C=C(C=C1)CCOCC)C (2-(2,6-difluorophenyl)-4-{[4-(2-ethoxyethyl)-2-methylphenoxy]methyl}-2-oxazoline). Product: FC1=C(C(=CC=C1)F)C=1OCC(N1)COC1=C(C=C(C=C1)CC1=CC=CC=C1)C (2-(2,6-difluorophenyl)-4-{(4-benzyl-2-methylphenoxy)methyl}-2-oxazoline). Reaction SMILES: NC(COC1C=CC(CCOCC)=C(C)C=1C)CO.[F:20][C:21]1[CH:26]=[CH:25][CH:24]=[C:23]([F:27])[C:22]=1[C:28]1[O:29][CH2:30][CH:31]([CH2:33][O:34][C:35]2[CH:40]=[CH:39][C:38]([CH2:41][C:42]3[CH:47]=[CH:46][CH:45]=[CH:44][CH:43]=3)=[C:37](C)[C:36]=2[CH3:49])[N:32]=1.FC1C=CC=C(F)C=1C1OCC(COC2C=CC(CCOCC)=CC=2C)N=1>>[F:27][C:23]1[CH:24]=[CH:25][CH:26]=[C:21]([F:20])[C:22]=1[C:28]1[O:29][CH2:30][CH:31]([CH2:33][O:34][C:35]2[CH:40]=[CH:39][C:38]([CH2:41][C:42]3[CH:43]=[CH:44][CH:45]=[CH:46][CH:47]=3)=[CH:37][C:36]=2[CH3:49])[N:32]=1. Procedure: Following the same procedure with the same molar proportion of materials as in Production Example 1, 2-(2,6-difluorophenyl)-4-{[2,3-dimethyl-4-(2-ethoxyethyl)phenoxy]methyl}-2-oxazoline (Compound No. 2) is obtained by using 2-amino-3-[2,3-dimethyl-4-(2ethoxyethyl)phenoxy]propanol instead of 2-amino-3-[4-(1,1-dimethylethyl)phenoxy]propanol. In the same way, 2-(2,6-difluorophenyl)-4-[(4-benzyl-2,3-dimethylphenoxy) methyl]-2-oxazoline (Compound No. 49), 2-(2,6-difluorophenyl)-4-{[4-(2-ethoxyethyl)-... Reactants: 3(e), COC1(OCCCO1)C(C)C (2-methoxy-2-isopropyl-1,3-dioxane), [Al] (aluminum), [O-]CCCC (butoxide). Yields the product C(C)(C)=C1OCCCO1 (2-isopropylidene-1,3-dioxane). Yield: 47.8%. As a reaction SMILES: CO[C:3]1([CH:9]([CH3:11])[CH3:10])[O:8][CH2:7][CH2:6][CH2:5][O:4]1.[Al].[O-]CCCC>>[C:9](=[C:3]1[O:8][CH2:7][CH2:6][CH2:5][O:4]1)([CH3:11])[CH3:10]. Reported procedure: 2-isopropylidene-1,3-dioxane was prepared from 2-methoxy-2-isopropyl-1,3-dioxane (17.1 g; 0.106 mol) and aluminum tri-t-. butoxide (26.2 g; 0.106 mol) according to a procedure similar to that described in preparation 3(e). The product was purified by distillation to afford 6.5 g (47.4%) of 2-isopropylidene-1,3-dioxane, (Formula V: R3 =R4 =CH3 ; R5 and R6 together=--O(CH2)3O--) as an oil, b.p. 70°-72° C./30 mm. Conditions: time 2 minute. Procedure details: A solution of 3-(3(S)-(3,4-dichlorophenyl)-1-oxo-5-hexenyl)-4(S)-benzyl-2-oxazolidinone (190 mg, 0.45 mmol; prepared from 3-(R)-(3,4-dichlorophenyl)-hex-4-enoic acid (from Step B above) and 4(S)-benzyl-2-oxazolidinone according to the procedure of Evans, D. A.; et. al. J. Am. Chem. Soc. 1990, 112, 4011-4030) in THF (2.5 mL) was added to a solution of KHMDS (1.0 mL of 0.5M in PhCH3, 0.50 mmol), and THF (1.5 mL) at -78° C. The reaction was maintained at -78° C. for 30 min whereupon a solution of t... The product is ClC=1C=C(C=CC1Cl)[C@@H]([C@@H](C(=O)N1C(OC[C@@H]1CC1=CC=CC=C1)=O)N=[N+]=[N-])CC=C (3-(3(S)-(3,4-Dichlorophenyl)-2(S)-azido-1-oxo-5-hexenyl)-4(S)-benzyl-2-oxazolidinone). Solvent: CC(=O)O (HOAc), C1CCOC1 (THF), C1CCOC1 (THF), C1CCOC1 (THF), O (H2O). Reaction SMILES: [Cl:1][C:2]1[CH:3]=[C:4]([C@@H:9]([CH2:26][CH:27]=[CH2:28])[CH2:10][C:11]([N:13]2[C@@H:17]([CH2:18][C:19]3[CH:24]=[CH:23][CH:22]=[CH:21][CH:20]=3)[CH2:16][O:15][C:14]2=[O:25])=[O:12])[CH:5]=[CH:6][C:7]=1[Cl:8].ClC1C=C([C@@H](C=CC)CC(O)=O)C=CC=1Cl.C([C@H]1COC(=O)N1)C1C=CC=CC=1.C[Si]([N-][Si](C)(C)C)(C)C.[K+].CC(C1C=C(C(C)C)C(S([N:83]=[N+:84]=[N-:85])(=O)=O)=C(C(C)C)C=1)C>C1COCC1.O.CC(O)=O>[Cl:1][C:2]1[CH:3]=[C:4]([C@H:9]([CH2:26][CH:27]=[CH2:28])[C@H:10]([N:83]=[N+:84]=[N-:85])[C:11]([N:13]2[C@@H:17]([CH2:18][C:19]3[CH:20]=[CH:21][CH:22]=[CH:23][CH:24]=3)[CH2:16][O:15][C:14]2=[O:25])=[O:12])[CH:5]=[CH:6][C:7]=1[Cl:8] |f:3.4|. Starting materials: ClC=1C=C(C=CC1Cl)[C@H](CC(=O)N1C(OC[C@@H]1CC1=CC=CC=C1)=O)CC=C (3-(3(S)-(3,4-dichlorophenyl)-1-oxo-5-hexenyl)-4(S)-benzyl-2-oxazolidinone), ClC=1C=C(C=CC1Cl)[C@H](CC(=O)O)C=CC (3-(R)-(3,4-Dichlorophenyl)-hex-4-enoic acid), C(C1=CC=CC=C1)[C@@H]1NC(OC1)=O (4(S)-benzyl-2-oxazolidinone), CC(C)C1=CC(=C(C(=C1)C(C)C)S(=O)(=O)N=[N+]=[N-])C(C)C (trisyl azide), C[Si](C)(C)[N-][Si](C)(C)C.[K+] (KHMDS). Isolated yield 81.0%. Reactants: CC(C)(C)O, CC=C(C)C, [O-][Cl+][O-], COCCCCn1c(-c2ccccc2)nc(Cl)c1C=O, Cl, [Na+], [Na+], O=P([O-])(O)O. The product is COCCCCn1c(-c2ccccc2)nc(Cl)c1C(=O)O. Reaction SMILES: [CH3:32][C:33]([OH:34])([CH3:35])[CH3:36].[CH3:37][C:38](=[CH:39][CH3:40])[CH3:41].[Cl+:21]([O-:22])[O-:23].[Cl:1][c:2]1[n:3][c:4](-[c:15]2[cH:16][cH:17][cH:18][cH:19][cH:20]2)[n:5]([CH2:9][CH2:10][CH2:11][CH2:12][O:13][CH3:14])[c:6]1[CH:7]=[O:8].[ClH:31].[Na+:24].[Na+:30].[P:25]([O-:26])([OH:27])([OH:28])=[O:29]>>[Cl:1][c:2]1[n:3][c:4](-[c:15]2[cH:16][cH:17][cH:18][cH:19][cH:20]2)[n:5]([CH2:9][CH2:10][CH2:11][CH2:12][O:13][CH3:14])[c:6]1[C:7](=[O:8])[OH:22].